From a dataset of the Open Reaction Database (ORD), a public repository of structured organic reaction records. describe an organic reaction: reactants, conditions, products, and yield Reaction SMILES: [CH2:27]1[O:28][CH2:29][CH2:30][CH2:31]1.[Cl:10][S:11](=[O:12])(=[O:13])[c:14]1[c:15]([C:16](=[O:17])[O:18][CH3:19])[c:20]([N+:24](=[O:25])[O-:26])[cH:21][cH:22][cH:23]1.[NH2:1][CH2:2][CH2:3][N:4]1[CH2:5][CH2:6][O:7][CH2:8][CH2:9]1>>[NH:1]([CH2:2][CH2:3][N:4]1[CH2:5][CH2:6][O:7][CH2:8][CH2:9]1)[S:11](=[O:12])(=[O:13])[c:14]1[c:15]([C:16](=[O:17])[O:18][CH3:19])[c:20]([N+:24](=[O:25])[O-:26])[cH:21][cH:22][cH:23]1. Yields the product COC(=O)c1c([N+](=O)[O-])cccc1S(=O)(=O)NCCN1CCOCC1. The reactants are C1CCOC1, COC(=O)c1c([N+](=O)[O-])cccc1S(=O)(=O)Cl, NCCN1CCOCC1.